This data is from the Open Reaction Database (ORD), a public repository of structured organic reaction records. The task is: describe an organic reaction: reactants, conditions, products, and yield Starting materials: [OH-].[Na+] (caustic soda), CS(=O)(=O)N1CC(N(CC1)N=O)(C)C (4-methanesulphonyl-2,2-dimethyl-1-nitrosopiperazine), thiourea dioxide, C(C)O (ethanol). Solvent: O (water). Yields the product NN1C(CN(CC1)S(=O)(=O)C)(C)C (1-Amino-4-methanesulphonyl-2,2-dimethylpiperazine). Reaction SMILES: [CH3:1][S:2]([N:5]1[CH2:10][CH2:9][N:8]([N:11]=O)[C:7]([CH3:14])([CH3:13])[CH2:6]1)(=[O:4])=[O:3].[NH2+]([O-])(=O)C(N)=S.C(O)C.[OH-].[Na+]>O>[NH2:11][N:8]1[CH2:9][CH2:10][N:5]([S:2]([CH3:1])(=[O:4])=[O:3])[CH2:6][C:7]1([CH3:14])[CH3:13] |f:3.4|. Procedure details: A mixture of 84.2 g of 4-methanesulphonyl-2,2-dimethyl-1-nitrosopiperazine, 90.5 g of thiourea dioxide, 200 ml of ethanol and 200 ml of water is cautiously treated with 85 g of caustic soda and heated to reflux for 30 hours. After cooling, the mixture is filtered and the product is isolated from the filtrate by extraction with methylene chloride. After drying over sodium sulphate and concentrating the methylene chloride solution, the oil which remains is dissolved in a little ethanol and precipi... Procedure: To a solution of 6-(bromomethyl)-4-chloro-1-(2-chlorophenyl)-2-oxo-1,2-dihydropyridine-3-carbonitrile obtained in Step F (1.53 g) in acetone (42.7 mL) was added sodium acetate (1.75 g) at room temperature. The reaction mixture was stirred at 70° C. for 8 hr, and cooled to room temperature. To the reaction mixture was added water, and the mixture was extracted with ethyl acetate. The extract was washed with saturated brine, and dried over anhydrous magnesium sulfate, and the solvent was evaporate... The product is C(C)(=O)OCC=1N(C(C(=C(C1)Cl)C#N)=O)C1=C(C=CC=C1)Cl ((4-chloro-1-(2-chlorophenyl)-5-cyano-6-oxo-1,6-dihydropyridin-2-yl)methyl acetate). Reaction SMILES: Br[CH2:2][C:3]1[N:8]([C:9]2[CH:14]=[CH:13][CH:12]=[CH:11][C:10]=2[Cl:15])[C:7](=[O:16])[C:6]([C:17]#[N:18])=[C:5]([Cl:19])[CH:4]=1.[C:20]([O-:23])(=[O:22])[CH3:21].[Na+].O>CC(C)=O>[C:20]([O:23][CH2:2][C:3]1[N:8]([C:9]2[CH:14]=[CH:13][CH:12]=[CH:11][C:10]=2[Cl:15])[C:7](=[O:16])[C:6]([C:17]#[N:18])=[C:5]([Cl:19])[CH:4]=1)(=[O:22])[CH3:21] |f:1.2|. Run at temperature 70 celsius, time 8 hour. Starting materials: BrCC1=CC(=C(C(N1C1=C(C=CC=C1)Cl)=O)C#N)Cl (6-(bromomethyl)-4-chloro-1-(2-chlorophenyl)-2-oxo-1,2-dihydropyridine-3-carbonitrile), C(C)(=O)[O-].[Na+] (sodium acetate), O (water). The solvent is CC(=O)C (acetone). Isolated yield 46.5%.